This data is from the Open Reaction Database (ORD), a public repository of structured organic reaction records. The task is: describe an organic reaction: reactants, conditions, products, and yield The reactants are ice, C(O)([O-])=O.[Na+] (sodium hydrogencarbonate), [H-].[Na+] (sodium hydride), CI (methyl iodide), O=C1N(C=CC=C1C1=CC=C(C(=O)OC)C=C1)CCN1CC(NCC1)=O (methyl 4-{2-oxo-1-[2-(3-oxopiperazin-1-yl)ethyl]-1,2-dihydropyridin-3-yl}benzoate). The solvent is O (Water), CN(C=O)C (N,N-dimethylformamide). Run at time 5 minute. Yields the product CN1C(CN(CC1)CCN1C(C(=CC=C1)C1=CC=C(C(=O)OC)C=C1)=O)=O (methyl 4-{1-[2-(4-methyl-3-oxopiperazin-1-yl)ethyl]-2-oxo-1,2-dihydropyridin-3-yl}benzoate). As a reaction SMILES: [H-].[Na+].[O:3]=[C:4]1[C:9]([C:10]2[CH:19]=[CH:18][C:13]([C:14]([O:16][CH3:17])=[O:15])=[CH:12][CH:11]=2)=[CH:8][CH:7]=[CH:6][N:5]1[CH2:20][CH2:21][N:22]1[CH2:27][CH2:26][NH:25][C:24](=[O:28])[CH2:23]1.CI.[C:31](=O)([O-])O.[Na+]>O.CN(C)C=O>[CH3:31][N:25]1[CH2:26][CH2:27][N:22]([CH2:21][CH2:20][N:5]2[CH:6]=[CH:7][CH:8]=[C:9]([C:10]3[CH:11]=[CH:12][C:13]([C:14]([O:16][CH3:17])=[O:15])=[CH:18][CH:19]=3)[C:4]2=[O:3])[CH2:23][C:24]1=[O:28] |f:0.1,4.5|. Reported procedure: With cooling with ice, sodium hydride (60% oil suspension, 50 mg) was added to an N,N-dimethylformamide (10 ml) solution of methyl 4-{2-oxo-1-[2-(3-oxopiperazin-1-yl)ethyl]-1,2-dihydropyridin-3-yl}benzoate (380 mg), followed by stirring for 5 minutes, and then methyl iodide (70 μl) was added. With cooling with ice, the reaction mixture was stirred for 1.5 hours. Water with ice (20 ml) and aqueous saturated sodium hydrogencarbonate solution (10 ml) were added to the reaction mixture, followed by ... Starting materials: CC1(CC(CC(C1)(C)C)C1=C(C=CC=C1)N)C (2-(3,3,5,5-tetramethylcyclohexyl)phenylamine), C(C(=O)O)(=O)O (oxalic acid). Solvent: CCCCCCC (heptane), C(C)(=O)OCC (ethyl acetate). Yields the product C(C(=O)O)(=O)O.CC1(CC(CC(C1)(C)C)C1=C(C=CC=C1)N)C (2-(3,3,5,5-Tetramethylcyclohexyl)phenylamine oxalate). Yield: 76.0%. As a reaction SMILES: [CH3:1][C:2]1([CH3:17])[CH2:7][C:6]([CH3:9])([CH3:8])[CH2:5][CH:4]([C:10]2[CH:15]=[CH:14][CH:13]=[CH:12][C:11]=2[NH2:16])[CH2:3]1.[C:18]([OH:23])(=[O:22])[C:19]([OH:21])=[O:20]>CCCCCCC.C(OCC)(=O)C>[C:18]([OH:23])(=[O:22])[C:19]([OH:21])=[O:20].[CH3:1][C:2]1([CH3:17])[CH2:7][C:6]([CH3:8])([CH3:9])[CH2:5][CH:4]([C:10]2[CH:15]=[CH:14][CH:13]=[CH:12][C:11]=2[NH2:16])[CH2:3]1 |f:4.5|. Procedure details: To a solution of 2-(3,3,5,5-tetramethylcyclohexyl)phenylamine (3.90 g, 16.9 mmol) in heptane (19.5 mL) was added dropwise to a solution of oxalic acid (1.82 g, 20.2 mmol) in ethyl acetate (39 mL) while stirring at room temperature, followed by stirring at the same temperature for 66 hours. Precipitated crystals were collected by glass filter, and dried to give 4.13 g of the title compound as white crystals.